The task is: describe an organic reaction: reactants, conditions, products, and yield. This data is from the Open Reaction Database (ORD), a public repository of structured organic reaction records. The reactants are CN(C)CC1=C(OC=2C=C(C=CC2)CC(=O)O)C=CC=C1 (3-(2-dimethylaminomethylphenoxy)-phenylacetic acid), S(=O)(Cl)Cl (thionyl chloride). The product is CN(C)CC1=C(OC=2C=C(C=CC2)CC(=O)Cl)C=CC=C1 (3-(2-Dimethylaminomethylphenoxy)phenylacetyl chloride). RXN SMILES: [CH3:1][N:2]([CH2:4][C:5]1[CH:21]=[CH:20][CH:19]=[CH:18][C:6]=1[O:7][C:8]1[CH:9]=[C:10]([CH2:14][C:15](O)=[O:16])[CH:11]=[CH:12][CH:13]=1)[CH3:3].S(Cl)([Cl:24])=O>>[CH3:1][N:2]([CH2:4][C:5]1[CH:21]=[CH:20][CH:19]=[CH:18][C:6]=1[O:7][C:8]1[CH:9]=[C:10]([CH2:14][C:15]([Cl:24])=[O:16])[CH:11]=[CH:12][CH:13]=1)[CH3:3]. Procedure details: 2 g of 3-(2-dimethylaminomethylphenoxy)-phenylacetic acid are treated with 20 ml of thionyl chloride and heated with stirring and under reflux for 1/2 an hour. The solvent is then removed. The residue is taken up with toluene and the solvent is again distilled off.